Dataset: the Open Reaction Database (ORD), a public repository of structured organic reaction records. Task: describe an organic reaction: reactants, conditions, products, and yield Starting materials: C(C)OC(=O)C=1NC2=CC=C(C=C2C1)B1OC(C(O1)(C)C)(C)C (5-(4,4,5,5-tetramethyl-1,3,2-dioxaborolan-2-yl)indole-2-carboxylic acid ethyl ester), IC1=CC=C(C#N)C=C1 (4-iodobenzonitrile). Yields the product C(C)OC(=O)C=1NC2=CC=C(C=C2C1)C1=CC=C(C=C1)C#N (5-(4-Cyanophenyl)-1H-indole-2-carboxylic acid ethyl ester). RXN SMILES: [CH2:1]([O:3][C:4]([C:6]1[NH:7][C:8]2[C:13]([CH:14]=1)=[CH:12][C:11](B1OC(C)(C)C(C)(C)O1)=[CH:10][CH:9]=2)=[O:5])[CH3:2].I[C:25]1[CH:32]=[CH:31][C:28]([C:29]#[N:30])=[CH:27][CH:26]=1>>[CH2:1]([O:3][C:4]([C:6]1[NH:7][C:8]2[C:13]([CH:14]=1)=[CH:12][C:11]([C:25]1[CH:32]=[CH:31][C:28]([C:29]#[N:30])=[CH:27][CH:26]=1)=[CH:10][CH:9]=2)=[O:5])[CH3:2]. Procedure: The sub-title compound was prepared in accordance with Example 8(b) from 5-(4,4,5,5-tetramethyl-1,3,2-dioxaborolan-2-yl)indole-2-carboxylic acid ethyl ester (see Example 8(a)) and 4-iodobenzonitrile. Starting materials: ClC=1C=CC(=C(CN2C(C3=CC=CC=C3C2=O)=O)C1)OCC(=O)N1[C@@H](CN([C@H](C1)C)CC1=CC=C(C=C1)F)C (2-(5-chloro-2-{2-[4-(4-fluoro-benzyl)-(2R,5S)-2,5-dimethyl-piperazin-1-yl]-2-oxo-ethoxy}-benzyl)-isoindole-1,3-dione), NN (hydrazine). Run in C(C)O (ethanol). Reaction conditions: time 17 hour. Yields the product NCC1=C(OCC(=O)N2[C@@H](CN([C@H](C2)C)CC2=CC=C(C=C2)F)C)C=CC(=C1)Cl (2-(2-Aminomethyl-4-chloro-phenoxy)-1-[4-(4-fluoro-benzyl)-(2R,5S)-2,5-dimethyl-piperazin-1-yl]-ethanone). Reaction SMILES: [Cl:1][C:2]1[CH:3]=[CH:4][C:5]([O:20][CH2:21][C:22]([N:24]2[CH2:29][C@H:28]([CH3:30])[N:27]([CH2:31][C:32]3[CH:37]=[CH:36][C:35]([F:38])=[CH:34][CH:33]=3)[CH2:26][C@H:25]2[CH3:39])=[O:23])=[C:6]([CH:19]=1)[CH2:7][N:8]1C(=O)C2C(=CC=CC=2)C1=O.NN>C(O)C>[NH2:8][CH2:7][C:6]1[CH:19]=[C:2]([Cl:1])[CH:3]=[CH:4][C:5]=1[O:20][CH2:21][C:22]([N:24]1[CH2:29][C@H:28]([CH3:30])[N:27]([CH2:31][C:32]2[CH:37]=[CH:36][C:35]([F:38])=[CH:34][CH:33]=2)[CH2:26][C@H:25]1[CH3:39])=[O:23]. Procedure: To 2-(5-chloro-2-{2-[4-(4-fluoro-benzyl)-(2R,5S)-2,5-dimethyl-piperazin-1-yl]-2-oxo-ethoxy}-benzyl)-isoindole-1,3-dione (0.87 g, 1.59 mmol) in ethanol (20 mL) was added 35% hydrazine (3 mL, 33.1 mmol). After 17 hours, the reaction was filtered and concentrated to a tan solid. This solid was triturated with methylene chloride and the title compound was obtained after filtration, drying over magnesium sulfate and concentrating in vacuo (0.62 g). Starting materials: BrC=1C(=NC=C(C(=O)NC2=CC=C(C=C2)OC(F)(F)F)C1)N1CC(CCC1)O (5-bromo-6-(3-hydroxypiperidin-1-yl)-N-(4-(trifluoromethoxy)phenyl)nicotinamide), CC1=CC=C(C=N1)B(O)O ((6-methylpyridin-3-yl)boronic acid). The product is OC1CN(CCC1)C1=NC=C(C=C1C=1C=NC(=CC1)C)C(=O)NC1=CC=C(C=C1)OC(F)(F)F (2-(3-Hydroxypiperidin-1-yl)-6′-methyl-N-(4-(trifluoromethoxy)phenyl)-[3,3′-bipyridine]-5-carboxamide). Reaction SMILES: Br[C:2]1[C:3]([N:22]2[CH2:27][CH2:26][CH2:25][CH:24]([OH:28])[CH2:23]2)=[N:4][CH:5]=[C:6]([CH:21]=1)[C:7]([NH:9][C:10]1[CH:15]=[CH:14][C:13]([O:16][C:17]([F:20])([F:19])[F:18])=[CH:12][CH:11]=1)=[O:8].[CH3:29][C:30]1[N:35]=[CH:34][C:33](B(O)O)=[CH:32][CH:31]=1>>[OH:28][CH:24]1[CH2:25][CH2:26][CH2:27][N:22]([C:3]2[C:2]([C:33]3[CH:34]=[N:35][C:30]([CH3:29])=[CH:31][CH:32]=3)=[CH:21][C:6]([C:7]([NH:9][C:10]3[CH:15]=[CH:14][C:13]([O:16][C:17]([F:20])([F:19])[F:18])=[CH:12][CH:11]=3)=[O:8])=[CH:5][N:4]=2)[CH2:23]1. Reported procedure: The title compound was prepared in an analogous fashion to that described in Example 118 using 5-bromo-6-(3-hydroxypiperidin-1-yl)-N-(4-(trifluoromethoxy)phenyl)nicotinamide (Stage 118.1) and (6-methylpyridin-3-yl)boronic acid to afford a white solid. UPLC-MS (condition 1) tR=1.88 min, m/z=473.1-474.1 [M+H]+, m/z=471.1-472.1 [M−H]−; 1H-NMR (400 MHz, DMSO-d6) δ ppm 1.19-1.38 (m, 2H) 1.53-1.61 (m, 1H) 1.79-1.86 (m, 1H) 2.53 (s, 3H) 2.57 (dd, J=12.10, 9.17 Hz, 1H) 2.72 (t, J=10.51 Hz, 1H) 3.35-3.41... Reactants: O=C(OCC1OC(O)CS1)c1ccccc1, O=C(Cl)OCC(Cl)(Cl)Cl, ClCCl, c1ccncc1. Product: O=C(OCC(Cl)(Cl)Cl)OC1CSC(COC(=O)c2ccccc2)O1. Reaction SMILES: [C:1]([c:2]1[cH:3][cH:4][cH:5][cH:6][cH:7]1)(=[O:8])[O:9][CH2:10][CH:11]1[O:12][CH:13]([OH:16])[CH2:14][S:15]1.[Cl:17][C:18]([CH2:19][O:20][C:21](=[O:22])[Cl:23])([Cl:24])[Cl:25].[Cl:32][CH2:33][Cl:34].[cH:26]1[cH:27][cH:28][n:29][cH:30][cH:31]1>>[C:1]([c:2]1[cH:3][cH:4][cH:5][cH:6][cH:7]1)(=[O:8])[O:9][CH2:10][CH:11]1[O:12][CH:13]([O:16][C:21]([O:20][CH2:19][C:18]([Cl:17])([Cl:24])[Cl:25])=[O:22])[CH2:14][S:15]1.